This data is from the Open Reaction Database (ORD), a public repository of structured organic reaction records. The task is: describe an organic reaction: reactants, conditions, products, and yield Reactants: O=Cc1cncc(Br)c1, N#Cc1ccc(B(O)O)cc1F, [Na+], [Na+], O=C([O-])[O-], CN(C)C=O. Yields the product N#Cc1ccc(-c2cncc(C=O)c2)cc1F. RXN SMILES: [Br:13][c:14]1[cH:15][n:16][cH:17][c:18]([CH:19]=[O:20])[cH:21]1.[C:1](#[N:2])[c:3]1[c:4]([F:12])[cH:5][c:6]([B:9]([OH:10])[OH:11])[cH:7][cH:8]1.[Na+:22].[Na+:23].[O-:24][C:25](=[O:26])[O-:27].[O:28]=[CH:29][N:30]([CH3:31])[CH3:32]>>[C:1](#[N:2])[c:3]1[c:4]([F:12])[cH:5][c:6](-[c:14]2[cH:15][n:16][cH:17][c:18]([CH:19]=[O:20])[cH:21]2)[cH:7][cH:8]1. Reactants: CCOc1cccc2c1OC(COS(=O)(=O)c1ccc(C)cc1)CO2, Cl, NC1CCC(c2c[nH]c3ccc(F)cc23)C1. Yields the product CCOc1cccc2c1OC(CNC1CCC(c3c[nH]c4ccc(F)cc34)C1)CO2. As a reaction SMILES: [CH3:1][c:2]1[cH:3][cH:4][c:5]([S:6]([O:7][CH2:12][CH:13]2[CH2:14][O:15][c:16]3[c:17]([c:19]([O:23][CH2:24][CH3:25])[cH:20][cH:21][cH:22]3)[O:18]2)(=[O:8])=[O:9])[cH:10][cH:11]1.[ClH:42].[F:26][c:27]1[cH:28][c:29]2[c:30]([CH:36]3[CH2:37][CH:38]([NH2:41])[CH2:39][CH2:40]3)[cH:31][nH:32][c:33]2[cH:34][cH:35]1>>[CH2:12]([CH:13]1[CH2:14][O:15][c:16]2[c:17]([c:19]([O:23][CH2:24][CH3:25])[cH:20][cH:21][cH:22]2)[O:18]1)[NH:41][CH:38]1[CH2:37][CH:36]([c:30]2[c:29]3[cH:28][c:27]([F:26])[cH:35][cH:34][c:33]3[nH:32][cH:31]2)[CH2:40][CH2:39]1.